Dataset: the Open Reaction Database (ORD), a public repository of structured organic reaction records. Task: describe an organic reaction: reactants, conditions, products, and yield Reactants: S1C=C(C=C1)C(=O)Cl (thiophene-3-carbonyl chloride), S1C=C(C=C1)C(=O)OC1=CC=C2C(C(=C(OC2=C1)C1=CSC=C1)C1=CC=C(C=C1)C(=O)OCC)=O (3-(4-(ethoxycarbonyl)phenyl)-4-oxo-2-(thiophen-3-yl)-4H-chromen-7-yl thiophene-3-carboxylate). Yields the product OC1=CC=C2C(C(=C(OC2=C1)C1=CSC=C1)C1=CC=C(C(=O)O)C=C1)=O (4-(7-hydroxy-4-oxo-2-(thiophen-3-yl)-4H-chromen-3-yl)benzoic acid). Reaction SMILES: S1C=CC(C(Cl)=O)=C1.S1C=CC(C([O:16][C:17]2[CH:26]=[C:25]3[C:20]([C:21](=[O:43])[C:22]([C:32]4[CH:37]=[CH:36][C:35]([C:38]([O:40]CC)=[O:39])=[CH:34][CH:33]=4)=[C:23]([C:27]4[CH:31]=[CH:30][S:29][CH:28]=4)[O:24]3)=[CH:19][CH:18]=2)=O)=C1>>[OH:16][C:17]1[CH:26]=[C:25]2[C:20]([C:21](=[O:43])[C:22]([C:32]3[CH:37]=[CH:36][C:35]([C:38]([OH:40])=[O:39])=[CH:34][CH:33]=3)=[C:23]([C:27]3[CH:31]=[CH:30][S:29][CH:28]=3)[O:24]2)=[CH:19][CH:18]=1. Procedure details: Synthesis: Prepared following General Scheme 1, starting from Intermediate A-1a and thiophene-3-carbonyl chloride in step 1 using condition b) to 3-(4-(ethoxycarbonyl)phenyl)-4-oxo-2-(thiophen-3-yl)-4H-chromen-7-yl thiophene-3-carboxylate. Step 2 followed d) conditions. See Example 3 for detailed example. Reactants: C1(=CC=CC=C1)C1=NC(=C2N1CCCNC2)C(=O)OCC (ethyl 3-phenyl-6,7,8,9-tetrahydro-5H-imidazo[1,5-a][1,4]diazepine-1-carboxylate), C=O (formaldehyde), C(C)(=O)O (acetic acid), C(C)(=O)O[BH-](OC(C)=O)OC(C)=O.[Na+] (sodium triacetoxyborohydride). The solvent is C1CCOC1 (THF). Run at time 8 hour. The product is CN1CC=2N(CCC1)C(=NC2C(=O)OCC)C2=CC=CC=C2 (ethyl 8-methyl-3-phenyl-6,7,8,9-tetrahydro-5H-imidazo[1,5-a][1,4]diazepine-1-carboxylate). As a reaction SMILES: [C:1]1([C:7]2[N:11]3[CH2:12][CH2:13][CH2:14][NH:15][CH2:16][C:10]3=[C:9]([C:17]([O:19][CH2:20][CH3:21])=[O:18])[N:8]=2)[CH:6]=[CH:5][CH:4]=[CH:3][CH:2]=1.C=O.[C:24](O[BH-](OC(=O)C)OC(=O)C)(=O)C.[Na+].C(O)(=O)C>C1COCC1>[CH3:24][N:15]1[CH2:14][CH2:13][CH2:12][N:11]2[C:7]([C:1]3[CH:2]=[CH:3][CH:4]=[CH:5][CH:6]=3)=[N:8][C:9]([C:17]([O:19][CH2:20][CH3:21])=[O:18])=[C:10]2[CH2:16]1 |f:2.3|. Procedure: To a solution of intermediate 64A (0.91 g, 3.17 mmol) in 20 mL THF was added formaldehyde (37% in water, 2.36 mL) followed by sodium triacetoxyborohydride (1.34 g, 6.34 mmol) and acetic acid (0.27 mL, 4.76 mmol). The resulting mixture was stirred at room temperature overnight and then quenched with NaHCO3 saturated solution and stirred for 10 minutes. The reaction mixture was concentrated under vacuum and extracted with 10% iPrOH/DCM. Reactants: OC1CCCCC1Br, CC1(C)CC(OC(=O)c2ccccc2)CC(C)(C)N1O, CCOC(C)=O, CCCC[SnH](CCCC)CCCC, CCCCCCC, CCCCCCC, Clc1ccccc1. Product: CC1(C)CC(OC(=O)c2ccccc2)CC(C)(C)N1OC1CCCCC1O. Reaction SMILES: [Br:14][CH:15]1[CH:16]([OH:21])[CH2:17][CH2:18][CH2:19][CH2:20]1.[C:22]([c:23]1[cH:24][cH:25][cH:26][cH:27][cH:28]1)(=[O:29])[O:30][CH:31]1[CH2:32][C:33]([CH3:40])([CH3:41])[N:34]([OH:39])[C:35]([CH3:37])([CH3:38])[CH2:36]1.[C:56]([O:57][CH2:58][CH3:59])(=[O:60])[CH3:61].[CH2:1]([SnH:2]([CH2:3][CH2:4][CH2:5][CH3:6])[CH2:7][CH2:8][CH2:9][CH3:10])[CH2:11][CH2:12][CH3:13].[CH3:42][CH2:43][CH2:44][CH2:45][CH2:46][CH2:47][CH3:48].[CH3:62][CH2:63][CH2:64][CH2:65][CH2:66][CH2:67][CH3:68].[Cl:49][c:50]1[cH:51][cH:52][cH:53][cH:54][cH:55]1>>[CH:15]1([O:39][N:34]2[C:33]([CH3:40])([CH3:41])[CH2:32][CH:31]([O:30][C:22]([c:23]3[cH:24][cH:25][cH:26][cH:27][cH:28]3)=[O:29])[CH2:36][C:35]2([CH3:37])[CH3:38])[CH:16]([OH:21])[CH2:17][CH2:18][CH2:19][CH2:20]1. The product is [O-][n+]1cc(F)ccc1Br. As a reaction SMILES: [Br:1][c:2]1[n:3][cH:4][c:5]([F:8])[cH:6][cH:7]1.[OH2:18].[OH:16][OH:17].[OH:9][C:10]([C:11]([F:12])([F:13])[F:14])=[O:15]>>[Br:1][c:2]1[n+:3]([O-:9])[cH:4][c:5]([F:8])[cH:6][cH:7]1. The reactants are Fc1ccc(Br)nc1, O, OO, O=C(O)C(F)(F)F. Reactants: ( 0.0125 ), COC=1C=C2C(C(C(OC2=CC1)(C)C)=CC1=CC(=CC=C1)[N+](=O)[O-])=O (6-Methoxy-2,2-dimethyl-3-(3-nitrobenzylidene)chroman-4-one), [H][H] (hydrogen). The reagents and catalysts are [Pd] (palladium on carbon). Run in C(C)(=O)OCC (ethyl acetate), O1CCCC1 (tetrahydrofuran), hexanes, C(C)(=O)OCC (ethyl acetate). Yields the product NC=1C=C(CC2C(OC3=CC=C(C=C3C2=O)OC)(C)C)C=CC1 (3-(3-Aminobenzyl)-6-methoxy-2,2-dimethylchroman-4-one). Isolated yield 99.0%. Reaction SMILES: [CH3:1][O:2][C:3]1[CH:4]=[C:5]2[C:10](=[CH:11][CH:12]=1)[O:9][C:8]([CH3:14])([CH3:13])[C:7](=[CH:15][C:16]1[CH:21]=[CH:20][CH:19]=[C:18]([N+:22]([O-])=O)[CH:17]=1)[C:6]2=[O:25].[H][H]>[Pd].C(OCC)(=O)C.O1CCCC1>[NH2:22][C:18]1[CH:17]=[C:16]([CH:21]=[CH:20][CH:19]=1)[CH2:15][CH:7]1[C:6](=[O:25])[C:5]2[C:10](=[CH:11][CH:12]=[C:3]([O:2][CH3:1])[CH:4]=2)[O:9][C:8]1([CH3:13])[CH3:14]. Procedure: A mixture of 7.3 g (0.0125) of the product of Example 110 and 700 mg 5% palladium on carbon in 200 mL ethyl acetate and 50 mL tetrahydrofuran was shaken in a Parr hydrogenator under 30 psi hydrogen for 3 hours. The mixture was filtered through Celite and concentrated to give an oil. Flash chromatography on silica gel eluting with 50% ethyl acetate in hexanes yielded 6.8 g (99%) of the title product as an oil. NMR (CDCl3): δ1.38 (s, 3H); 1.47 (s, 3H); 2.20 (dd, 1H); 2.90 (m, 1H); 3.00 (dd, 1H); 3... Yields the product BrC1=CC(=C(C(=O)OC)C=C1)NC(CC1=C(NC2=CC=C(C=C12)OC)C)=O (methyl 4-bromo-2-{[(5-methoxy-2-methyl-1H-indol-3-yl)acetyl]amino}benzoate). Reaction SMILES: [CH3:1][O:2][C:3]1[CH:4]=[C:5]2[C:9](=[CH:10][CH:11]=1)[NH:8][C:7]([CH3:12])=[C:6]2[CH2:13][C:14]([OH:16])=O.C(N1C=CN=C1)(N1C=CN=C1)=O.[Br:29][C:30]1[CH:31]=[C:32]([NH2:40])[C:33](=[CH:38][CH:39]=1)[C:34]([O:36][CH3:37])=[O:35].S(C1C=CC(C)=CC=1)([O-])(=O)=O.[NH+]1C=CC=CC=1>ClCCl.O1CCCC1>[Br:29][C:30]1[CH:39]=[CH:38][C:33]([C:34]([O:36][CH3:37])=[O:35])=[C:32]([NH:40][C:14](=[O:16])[CH2:13][C:6]2[C:5]3[C:9](=[CH:10][CH:11]=[C:3]([O:2][CH3:1])[CH:4]=3)[NH:8][C:7]=2[CH3:12])[CH:31]=1 |f:3.4|. Reactants: COC=1C=C2C(=C(NC2=CC1)C)CC(=O)O (5-Methoxy-2-methyl-3-indole acetic acid), C(=O)(N1C=NC=C1)N1C=NC=C1 (carbonyidiimidazole), BrC=1C=C(C(C(=O)OC)=CC1)N (methyl 4-bromoanthranilate), S(=O)(=O)([O-])C1=CC=C(C)C=C1.[NH+]1=CC=CC=C1 (pyridinium tosylate). The yield is 66.6%. Run in O1CCCC1 (tetrahydrofuran), ClCCl (dichloromethane). Reported procedure: 5-Methoxy-2-methyl-3-indole acetic acid (5 g, obtainable from Acros), carbonyidiimidazole (4.44 g) and tetrahydrofuran (120 ml) were stirred at room temperature for 30 min after which methyl 4-bromoanthranilate (5.24 g) and pyridinium tosylate (13.69 g) were added and the mixture refluxed for 14 h. After diluting with dichloromethane (200 ml), the residue was washed with 2M hydrochloric acid (200 ml), 2M sodium hydroxide (200 ml), water (200 ml) and brine (200 ml) and dried (MgSO4). After solidi... Reactants: Cl (HCl), [Na+].[Cl-] (NaCl), NC1=NC(=CC(=N1)OC)C (2-Amino-4-methoxy-6-methylpyrimidine), [H-].[Na+] (sodium hydride), C(OC)(OC)=O (dimethyl carbonate). Run in C1CCOC1 (THF). Conditions: time 0.5 hour. The product is COC1=NC(=NC(=C1)C)NC(OC)=O (Methyl (4-methoxy-6-methylpyrimidin-2-yl)carbamate). Reaction SMILES: [NH2:1][C:2]1[N:7]=[C:6]([O:8][CH3:9])[CH:5]=[C:4]([CH3:10])[N:3]=1.[H-].[Na+].[C:13](=O)([O:16]C)[O:14][CH3:15].Cl.[Na+].[Cl-]>C1COCC1>[CH3:9][O:8][C:6]1[CH:5]=[C:4]([CH3:10])[N:3]=[C:2]([NH:1][C:13](=[O:16])[O:14][CH3:15])[N:7]=1 |f:1.2,5.6|. Procedure: 2-Amino-4-methoxy-6-methylpyrimidine (50 g) was added portion wise to 50% sodium hydride (42.8 g) in 1 L dry THF. After stirring for 1/2 hour, dimethyl carbonate (58.5 g) was added dropwise with cooling. The mixture was stirred under nitrogen for ~16 hours at ambient temperature. Concentrated HCl (80 ml) was added slowly and using external cooling a pot temperature of ~25° C. was maintained. Saturated aqueous NaCl (80 ml) was then added. The solvents were decanted from the precipitated solids an...